This data is from the Open Reaction Database (ORD), a public repository of structured organic reaction records. The task is: describe an organic reaction: reactants, conditions, products, and yield The reactants are [N+](=O)([O-])C1=CC=C(C=C1)OC(CC1=C(C=CC=C1)NC=1C(=CC=CC1Cl)C)=O ([o-(3-chloro-o-toluidino)-phenyl]-acetic acid-p-nitrophenyl ester), ClC1=C(C(=CC=C1)C)NC1=C(C=CC=C1)CC(=O)O ([o-(3-chloro-o-toluidino)-phenyl]-acetic acid), ether petroleum ether. Yields the product [N+](=O)([O-])C1=CC=C(C=C1)OC(CC1=C(C=CC=C1)NC1=C(C=CC=C1Cl)Cl)=O ([o-(2,6-dichloroanilino)-phenyl]-acetic acid-p-nitrophenyl ester). As a reaction SMILES: [N+:1]([C:4]1[CH:9]=[CH:8][C:7]([O:10][C:11](=[O:28])[CH2:12][C:13]2[CH:18]=[CH:17][CH:16]=[CH:15][C:14]=2[NH:19][C:20]2[C:21](C)=[CH:22][CH:23]=[CH:24][C:25]=2[Cl:26])=[CH:6][CH:5]=1)([O-:3])=[O:2].[Cl:29]C1C=CC=C(C)C=1NC1C=CC=CC=1CC(O)=O>>[N+:1]([C:4]1[CH:9]=[CH:8][C:7]([O:10][C:11](=[O:28])[CH2:12][C:13]2[CH:18]=[CH:17][CH:16]=[CH:15][C:14]=2[NH:19][C:20]2[C:25]([Cl:26])=[CH:24][CH:23]=[CH:22][C:21]=2[Cl:29])=[CH:6][CH:5]=1)([O-:3])=[O:2]. Procedure details: [o-(3-chloro-o-toluidino)-phenyl]-acetic acid-p-nitrophenyl ester, starting with [o-(3-chloro-o-toluidino)-phenyl]-acetic acid, M.P. 124°-125° (from ether/petroleum ether). Starting materials: C(=O)(OC(C)(C)C)N[C@H]([C@H](C[C@H](C(=O)O)CC1=C(C=CC=C1)C#N)O)CC1=CC=CC=C1 (5(S)-(Boc-amino)-4(S)-hydroxy-6-phenyl-2(R)-(o-cyanophenylmethyl)-hexanoic acid), C(C)(C)(C)[Si](Cl)(C)C (tert-butyldimethylchlorosilane), N1C=NC=C1 (imidazole), silyl ester, C([O-])([O-])=O.[K+].[K+] (potassium carbonate). The solvent is CN(C)C=O (DMF), C(C)(=O)OCC.CCCCCC (ethyl acetate hexane), CO.C1CCOC1.O (methanol THF water). Product: C(=O)(OC(C)(C)C)N[C@H]([C@H](C[C@H](C(=O)O)CC1=CC=C(C=C1)C#N)O[Si](C)(C)C(C)(C)C)CC1=CC=CC=C1 (5(S)-(Boc-amino)-4(S)-(tert-butyldimethylsilyloxy)-6-phenyl-2(R)-(p-cyanophenylmethyl)-hexanoic acid). Reaction SMILES: [C:1]([NH:8][C@@H:9]([CH2:26][C:27]1[CH:32]=[CH:31][CH:30]=[CH:29][CH:28]=1)[C@@H:10]([OH:25])[CH2:11][C@@H:12]([CH2:16][C:17]1[CH:22]=[CH:21][CH:20]=[CH:19][C:18]=1C#N)[C:13]([OH:15])=[O:14])([O:3][C:4]([CH3:7])([CH3:6])[CH3:5])=[O:2].[C:33]([Si:37]([CH3:40])([CH3:39])Cl)([CH3:36])([CH3:35])[CH3:34].[NH:41]1C=CN=[CH:42]1.C(=O)([O-])[O-].[K+].[K+]>CN(C=O)C.CO.C1COCC1.O.C(OCC)(=O)C.CCCCCC>[C:1]([NH:8][C@@H:9]([CH2:26][C:27]1[CH:32]=[CH:31][CH:30]=[CH:29][CH:28]=1)[C@@H:10]([O:25][Si:37]([C:33]([CH3:36])([CH3:35])[CH3:34])([CH3:40])[CH3:39])[CH2:11][C@@H:12]([CH2:16][C:17]1[CH:22]=[CH:21][C:20]([C:42]#[N:41])=[CH:19][CH:18]=1)[C:13]([OH:15])=[O:14])([O:3][C:4]([CH3:7])([CH3:5])[CH3:6])=[O:2] |f:3.4.5,7.8.9,10.11|. Reported procedure: Analogously to Example 1j), 0.85 g (1.93 mmol) of 5(S)-(Boc-amino)-4(S)-hydroxy-6-phenyl-2(R)-(o-cyanophenylmethyl)-hexanoic acid in 10 ml of DMF are silylated with 1.34 g (8.9 mmol) of tert-butyldimethylchlorosilane and 1.08 g (15.9 mmol) of imidazole. Hydrolysis of the silyl ester function with 1.6 g of potassium carbonate in 40 ml of methanol/THF/water 5:1:2, followed by column chromatography (SiO2, ethyl acetate/hexane 1:1), yields the title compound: TLC Rf (A)=0.4; tRet (I)=20.0 min. Starting materials: CC1CN(c2ccc(N)cc2)CC(C)O1, COc1cc(N2CCN(C)CC2)c2oc(C(=O)O)cc(=O)c2c1, Cl. The product is COc1cc(N2CCN(C)CC2)c2oc(C(=O)Nc3ccc(N4CC(C)OC(C)C4)cc3)cc(=O)c2c1. As a reaction SMILES: [CH3:25][CH:26]1[O:27][CH:28]([CH3:39])[CH2:29][N:30]([c:32]2[cH:33][cH:34][c:35]([NH2:38])[cH:36][cH:37]2)[CH2:31]1.[CH3:2][O:3][c:4]1[cH:5][c:6]2[c:7](=[O:24])[cH:8][c:9]([C:21](=[O:22])[OH:23])[o:10][c:11]2[c:12]([N:14]2[CH2:15][CH2:16][N:17]([CH3:20])[CH2:18][CH2:19]2)[cH:13]1.[ClH:1]>>[CH3:2][O:3][c:4]1[cH:5][c:6]2[c:7](=[O:24])[cH:8][c:9]([C:21](=[O:22])[NH:38][c:35]3[cH:34][cH:33][c:32]([N:30]4[CH2:29][CH:28]([CH3:39])[O:27][CH:26]([CH3:25])[CH2:31]4)[cH:37][cH:36]3)[o:10][c:11]2[c:12]([N:14]2[CH2:15][CH2:16][N:17]([CH3:20])[CH2:18][CH2:19]2)[cH:13]1. RXN SMILES: [OH-:1].[Na+].Cl.[NH2:4]O.[CH3:6][C:7]([C:9]1[CH:14]=[CH:13][C:12]2[O:15][CH2:16][O:17][C:11]=2[CH:10]=1)=O>C(O)C>[O:15]1[C:12]2[CH:13]=[CH:14][C:9]([C:7](=[N:4][OH:1])[CH3:6])=[CH:10][C:11]=2[O:17][CH2:16]1 |f:0.1,2.3|. Run in C(C)O (ethanol). The yield is 89.9%. Reported procedure: Powdered sodium hydroxide (6.6 g, 170 mmol, 9.0 equiv) and hydroxylamine hydrochloride (3.8 g, 55 mmol, 3.0 equiv) were sequentially added to a stirred suspension of and 3,4-(methylenedioxy)acetophenone (9) (3.0 g, 18 mmol, 1.0 equiv) in ethanol (32 mL) and distilled water (13 mL) at 25° C. The reaction vessel was equipped with a reflux condenser and heated to 80° C. via oil bath for 3 h. The reaction mixture was cooled to 25° C., diluted with saturated aqueous ammonium chloride (400 mL), and th... The product is O1COC2=C1C=CC(=C2)C(C)=NO (1-Benzo[1,3]dioxol-5-yl-ethanone oxime). Conditions: temperature 80 celsius. The reactants are [OH-].[Na+] (sodium hydroxide), Cl.NO (hydroxylamine hydrochloride), CC(=O)C1=CC2=C(C=C1)OCO2 (3,4-(methylenedioxy)acetophenone). The reactants are C1=NN=CC2=CC=CC=C12 (phthalazine), solution, C(CCC)[Li] (butyllithium), O1C=CC=C1 (furan), ice water. Run in O1CCCC1 (tetrahydrofuran), O1CCCC1 (tetrahydrofuran). Conditions: temperature -78 celsius, time 20 minute. Yields the product O1C(=CC=C1)C1NN=CC2=CC=CC=C12 (1-furan-2-yl-1,2-dihydrophthalazine). Reaction SMILES: C([Li])CCC.[O:6]1[CH:10]=[CH:9][CH:8]=[CH:7]1.[CH:11]1[C:20]2[C:15](=[CH:16][CH:17]=[CH:18][CH:19]=2)[CH:14]=[N:13][N:12]=1>O1CCCC1>[O:6]1[CH:10]=[CH:9][CH:8]=[C:7]1[CH:14]1[C:15]2[C:20](=[CH:19][CH:18]=[CH:17][CH:16]=2)[CH:11]=[N:12][NH:13]1. Procedure: 22.5 ml of an about 1.6M solution of butyllithium are slowly added dropwise at -78° C. to a solution of 2.46 g of furan in 30 ml of tetrahydrofuran. The mixture is stirred at -78° C. for 20 min., then at -20° C. for 2 hrs. The solution is again cooled to -78° C. and treated slowly with a solution of 4.68 g of phthalazine in 36 ml of tetrahydrofuran. The mixture is stirred at -78° C. for 2 hrs., then poured on to about 500 ml of ice-water and extracted 4 times with 150 ml of ethyl acetate each ti... Reactants: C1(CCCCC1)=O (cyclohexanone), ClCCl (dichloromethane), O=C[C@@H](O)[C@@H](O)[C@H](O)[C@H](O)CO (D-mannose), cupric acetate monohydrate, solution, Cl (hydrogen chloride). The solvent is C1=CC=CC=C1 (benzene), O1CCOCC1 (dioxane). Reaction conditions: temperature 65 celsius, time 7 hour. The product is C1CCC2(CC1)OC[C@@H](O2)[C@@H]3[C@@H]([C@H]4[C@H](O3)OC5(O4)CCCCC5)O (2,3:5,6-di-O-cyclohexylidene-α-D-mannofuranose). Isolated yield 92.6%. RXN SMILES: [C:1]1(=[O:7])[CH2:6][CH2:5][CH2:4][CH2:3][CH2:2]1.ClCCl.O=[CH:12][C@H:13]([C@H:15]([C@@H:17]([C@@H:19]([CH2:21][OH:22])[OH:20])[OH:18])[OH:16])[OH:14].Cl>O1CCOCC1.C1C=CC=CC=1>[CH2:4]1[CH2:5][CH2:6][C:1]2([O:14][C@@H:13]([C@H:15]3[O:16][C@@H:21]4[O:22][C:1]5([CH2:6][CH2:5][CH2:4][CH2:3][CH2:2]5)[O:20][C@H:19]4[C@H:17]3[OH:18])[CH2:12][O:7]2)[CH2:2][CH2:3]1. Reported procedure: To a mixed solution of 150 ml of cyclohexanone and 120 ml of dichloromethane were added 10.0 g of D-mannose, 200 mg of cupric acetate monohydrate and 1 ml of a 2 mole/l solution of hydrogen chloride in dioxane, and the mixture was stirred for 7 hours under reflux in a warm-water bath at 65° C. The refluxing solvent was continuously dried with 20 g of molecular sieves 3A which was placed between the reaction vessel and the cooling tube. After the conclusion of the reaction, the reaction solution ...